This data is from the Open Reaction Database (ORD), a public repository of structured organic reaction records. The task is: describe an organic reaction: reactants, conditions, products, and yield Reaction SMILES: [CH2:3]([CH3:4])[O:5][C:6](=[O:7])[c:8]1[s:9][c:10]([S:25][CH3:26])[c:11]([C:23]#[N:24])[c:12]1-[c:13]1[cH:14][cH:15][c:16]([C:19]([CH3:20])([CH3:21])[CH3:22])[cH:17][cH:18]1.[CH3:28][CH2:29][OH:30].[ClH:27].[Na+:2].[OH-:1]>>[O:5]=[C:6]([OH:7])[c:8]1[s:9][c:10]([S:25][CH3:26])[c:11]([C:23]#[N:24])[c:12]1-[c:13]1[cH:14][cH:15][c:16]([C:19]([CH3:20])([CH3:21])[CH3:22])[cH:17][cH:18]1. Reactants: CCOC(=O)c1sc(SC)c(C#N)c1-c1ccc(C(C)(C)C)cc1, CCO, Cl, [Na+], [OH-]. Product: CSc1sc(C(=O)O)c(-c2ccc(C(C)(C)C)cc2)c1C#N. Reactants: [N+](=O)([O-])C1=CC=C(C(=O)NC2=CC3=C(N(C=N3)C(CC(=O)OCC)C3=CC=CC=C3)C=C2)C=C1 (ethyl 3-{5-[(4-nitrobenzoyl)amino]-1H-benzimidazol-1-yl}-3-phenylpropanoate), solution. Run in C(C)#N (acetonitrile), Cl (hydrochloric acid). Conditions: time 72 hour. The product is [N+](=O)([O-])C1=CC=C(C(=O)NC2=CC3=C(N(C=N3)C(CC(=O)O)C3=CC=CC=C3)C=C2)C=C1 (3-{5-[(4-Nitrobenzoyl)amino]-1H-benzimidazol-1-yl}-3-phenylpropanoic acid), Phase II. Reaction SMILES: [N+:1]([C:4]1[CH:34]=[CH:33][C:7]([C:8]([NH:10][C:11]2[CH:32]=[CH:31][C:14]3[N:15]([CH:18]([C:25]4[CH:30]=[CH:29][CH:28]=[CH:27][CH:26]=4)[CH2:19][C:20]([O:22]CC)=[O:21])[CH:16]=[N:17][C:13]=3[CH:12]=2)=[O:9])=[CH:6][CH:5]=1)([O-:3])=[O:2]>C(#N)C.Cl>[N+:1]([C:4]1[CH:5]=[CH:6][C:7]([C:8]([NH:10][C:11]2[CH:32]=[CH:31][C:14]3[N:15]([CH:18]([C:25]4[CH:30]=[CH:29][CH:28]=[CH:27][CH:26]=4)[CH2:19][C:20]([OH:22])=[O:21])[CH:16]=[N:17][C:13]=3[CH:12]=2)=[O:9])=[CH:33][CH:34]=1)([O-:3])=[O:2]. Reported procedure: A solution of ethyl 3-{5-[(4-nitrobenzoyl)amino]-1H-benzimidazol-1-yl}-3-phenylpropanoate (60 mg, 131 μmol) in a mixture of acetonitrile (10 mL) and hydrochloric acid (20 mL of a 5N solution) was stirred at room temperature for 72 hours. The resulting precipitate was collected by filtration, and air-dried to afford the title compound, [LCMS (Method A, Mobile Phase II) RT=3.84 min, MH+ 431]. Reaction SMILES: [Br:1][c:2]1[cH:3][cH:4][c:5]([CH2:6][O:7][c:8]2[c:9]([CH2:10][CH2:11][NH:12][CH2:13][c:14]3[cH:15][cH:16][c:17]([C:18](=[O:19])[O:20][CH3:21])[cH:22][cH:23]3)[cH:24][cH:25][cH:26][cH:27]2)[cH:28][cH:29]1.[Br:30][CH2:31][CH2:32][CH2:33][CH2:34][C:35](=[O:36])[O:37][CH2:38][CH3:39].[C:40](=[O:41])([OH:42])[O-:43].[CH3:46][C:47]#[N:48].[Na+:44].[OH2:45]>>[Br:1][c:2]1[cH:3][cH:4][c:5]([CH2:6][O:7][c:8]2[c:9]([CH2:10][CH2:11][N:12]([CH2:13][c:14]3[cH:15][cH:16][c:17]([C:18](=[O:19])[O:20][CH3:21])[cH:22][cH:23]3)[CH2:31][CH2:32][CH2:33][CH2:34][C:35](=[O:36])[O:37][CH2:38][CH3:39])[cH:24][cH:25][cH:26][cH:27]2)[cH:28][cH:29]1. Starting materials: COC(=O)c1ccc(CNCCc2ccccc2OCc2ccc(Br)cc2)cc1, CCOC(=O)CCCCBr, O=C([O-])O, CC#N, [Na+], O. The product is CCOC(=O)CCCCN(CCc1ccccc1OCc1ccc(Br)cc1)Cc1ccc(C(=O)OC)cc1.